This data is from the Open Reaction Database (ORD), a public repository of structured organic reaction records. The task is: describe an organic reaction: reactants, conditions, products, and yield Procedure: To a solution of 1-(2-Methoxy-ethyl)-piperidin-4-ol (5.74 mmol) in THF (20 mL) was added NaH (11.6 mmol). Note: excess NaH was added due to excess tButyl ethyl malonate carried over from 2a. The solution was agitated for 10 minutes. A solution of 2a/2b/malonate (5.15 mmol, corrected for assay) in THF (20 mL) was rapidly added to the first solution. The resulting solution was agitated at 30° C. for 18 hours, then at 55° C. for 2 hours. After allowing to cool to room temperature, the solution was ... Solvent: C1CCOC1 (THF), C1CCOC1 (THF). The product is C(C)OC(C(C(=O)OC(C)(C)C)C1=NC(=CC=C1[N+](=O)[O-])OC1CCN(CC1)CCOC)=O (2-{6-[1-(2-Methoxy-ethyl)-piperidin-4-yloxy]-3-nitro-pyridin-2-yl}-malonic acid tert-butyl ester ethyl ester). Reaction SMILES: [CH3:1][O:2][CH2:3][CH2:4][N:5]1[CH2:10][CH2:9][CH:8]([OH:11])[CH2:7][CH2:6]1.[H-].[Na+].C(OCC)(=O)CC([O-])=O.[CH2:23]([O:25][C:26](=[O:45])[CH:27]([C:35]1[C:40]([N+:41]([O-:43])=[O:42])=[CH:39][CH:38]=[C:37](Cl)[N:36]=1)[C:28]([O:30][C:31]([CH3:34])([CH3:33])[CH3:32])=[O:29])[CH3:24].C([O-])(=O)CC([O-])=O>C1COCC1>[CH2:23]([O:25][C:26](=[O:45])[CH:27]([C:35]1[C:40]([N+:41]([O-:43])=[O:42])=[CH:39][CH:38]=[C:37]([O:11][CH:8]2[CH2:7][CH2:6][N:5]([CH2:4][CH2:3][O:2][CH3:1])[CH2:10][CH2:9]2)[N:36]=1)[C:28]([O:30][C:31]([CH3:34])([CH3:33])[CH3:32])=[O:29])[CH3:24] |f:1.2|. Yield: 45.2%. Conditions: time 10 minute. Starting materials: COCCN1CCC(CC1)O (1-(2-Methoxy-ethyl)-piperidin-4-ol), [H-].[Na+] (NaH), C(C)OC(C(C(=O)OC(C)(C)C)C1=NC(=CC=C1[N+](=O)[O-])Cl)=O (2-(6-Chloro-3-nitro-pyridin-2-yl)-malonic acid tert-butyl ester ethyl ester), [H-].[Na+] (NaH), C(CC(=O)[O-])(=O)OCC (ethyl malonate), 2a/2b, C(CC(=O)[O-])(=O)[O-] (malonate). Reactants: C(C)(=O)OCC1=C(C(=CC=C1)C(C)C)Br (2-bromo-3-isopropylbenzyl acetate), [OH-].[Na+] (sodium hydroxide). Solvent: O1CCOCC1 (dioxane). Yields the product BrC1=C(CO)C=CC=C1C(C)C (2-bromo-3-isopropylbenzyl alcohol). Isolated yield 99.7%. RXN SMILES: C([O:4][CH2:5][C:6]1[CH:11]=[CH:10][CH:9]=[C:8]([CH:12]([CH3:14])[CH3:13])[C:7]=1[Br:15])(=O)C.[OH-].[Na+]>O1CCOCC1>[Br:15][C:7]1[C:8]([CH:12]([CH3:14])[CH3:13])=[CH:9][CH:10]=[CH:11][C:6]=1[CH2:5][OH:4] |f:1.2|. Reported procedure: 116 g (0.43 mole) of 2-bromo-3-isopropylbenzyl acetate in 770 ml of dioxane and 255 g of 8% strength sodium hydroxide solution are hydrolyzed and worked up similarly to Example 1, Paragraph c. 98.2 g (quantitative) of 2-bromo-3-isopropylbenzyl alcohol of boiling point 110°-112° C./0.2 mbar are obtained. Reactants: FC(F)(F)c1cc(Cl)nc(-c2cccnc2)n1, c1cn[nH]c1. Yields the product FC(F)(F)c1cc(-n2cccn2)nc(-c2cccnc2)n1. RXN SMILES: [Cl:1][c:2]1[n:3][c:4](-[c:12]2[cH:13][n:14][cH:15][cH:16][cH:17]2)[n:5][c:6]([C:8]([F:9])([F:10])[F:11])[cH:7]1.[nH:18]1[n:19][cH:20][cH:21][cH:22]1>>[c:2]1(-[n:18]2[n:19][cH:20][cH:21][cH:22]2)[n:3][c:4](-[c:12]2[cH:13][n:14][cH:15][cH:16][cH:17]2)[n:5][c:6]([C:8]([F:9])([F:10])[F:11])[cH:7]1. Reactants: ClC=1C=C(C=C(C1)Cl)S(=O)(=O)NC=1C=C(C(=O)NC2=CC=C(C(=O)O)C=C2)C=CC1 (4-[3-(3,5-Dichloro-benzenesulfonylamino)-benzoylamino]-benzoic acid), ClC=1C=C(C=C(C1)Cl)S(=O)(=O)Cl (3,5-dichloro-benzenesulfonyl chloride). Yields the product C(C)OC(C1=CC=C(C=C1)NC(C1=CC(=CC=C1)NS(=O)(=O)C1=CC(=CC(=C1)Cl)Cl)=O)=O (4-[3-(3,5-dichloro-benzenesulfonylamino)-benzoylamino]-benzoic acid ethyl ester). Reaction SMILES: [Cl:1][C:2]1[CH:3]=[C:4]([S:9]([NH:12][C:13]2[CH:14]=[C:15]([CH:28]=[CH:29][CH:30]=2)[C:16]([NH:18][C:19]2[CH:27]=[CH:26][C:22]([C:23]([OH:25])=[O:24])=[CH:21][CH:20]=2)=[O:17])(=[O:11])=[O:10])[CH:5]=[C:6]([Cl:8])[CH:7]=1.Cl[C:32]1C=C(S(Cl)(=O)=O)C=C(Cl)[CH:37]=1>>[CH2:32]([O:24][C:23](=[O:25])[C:22]1[CH:26]=[CH:27][C:19]([NH:18][C:16](=[O:17])[C:15]2[CH:28]=[CH:29][CH:30]=[C:13]([NH:12][S:9]([C:4]3[CH:3]=[C:2]([Cl:1])[CH:7]=[C:6]([Cl:8])[CH:5]=3)(=[O:11])=[O:10])[CH:14]=2)=[CH:20][CH:21]=1)[CH3:37]. Procedure: 4-[3-(3,5-Dichloro-benzenesulfonylamino)-benzoylamino]-benzoic acid, MS (ISP): m/e=463.2 (M−H), was prepared in analogy to example 1, steps A to D. Step C was performed using 3,5-dichloro-benzenesulfonyl chloride and yielded 4-[3-(3,5-dichloro-benzenesulfonylamino)-benzoylamino]-benzoic acid ethyl ester, which was hydrolyzed in step D. The reactants are COC1=CC(=C2[C@@]3(CC[C@H]4C(CCC[C@@]4([C@H]3CSC2=C1)C)(C)C)C)C(=O)NC ((1R,10R,11S,16S)-5-methoxy-N,1,11,15,15-pentamethyl-8-thiatetracyclo[8.8.0.02,7.011,16]octadeca-2,4,6-triene-3-carboxamide), B(Br)(Br)Br (BBr3). Run in C(Cl)Cl (CH2Cl2). Run at temperature 0 celsius, time 2.5 hour. Product: OC1=CC(=C2[C@@]3(CC[C@H]4C(CCC[C@@]4([C@H]3CSC2=C1)C)(C)C)C)C(=O)NC ((1R,10R,11S,16S)-5-hydroxy-N,1,11,15,15-pentamethyl-8-thiatetracyclo-[8.8.0.02,7.011,16]octadeca-2,4,6-triene-3-carboxamide). Yield: 55.3%. RXN SMILES: C[O:2][C:3]1[CH:20]=[C:19]2[C:6]([C@@:7]3([CH3:24])[C@H:16]([CH2:17][S:18]2)[C@:15]2([CH3:21])[C@H:10]([C:11]([CH3:23])([CH3:22])[CH2:12][CH2:13][CH2:14]2)[CH2:9][CH2:8]3)=[C:5]([C:25]([NH:27][CH3:28])=[O:26])[CH:4]=1.B(Br)(Br)Br>C(Cl)Cl>[OH:2][C:3]1[CH:20]=[C:19]2[C:6]([C@@:7]3([CH3:24])[C@H:16]([CH2:17][S:18]2)[C@:15]2([CH3:21])[C@H:10]([C:11]([CH3:22])([CH3:23])[CH2:12][CH2:13][CH2:14]2)[CH2:9][CH2:8]3)=[C:5]([C:25]([NH:27][CH3:28])=[O:26])[CH:4]=1. Procedure: A solution of (1R,10R,11S,16S)-5-methoxy-N,1,11,15,15-pentamethyl-8-thiatetracyclo[8.8.0.02,7.011,16]octadeca-2,4,6-triene-3-carboxamide (75) (0.17 g, 0.42 mmol) in anhydrous CH2Cl2 (5.0 mL) was cooled with an ice bath under N2. To the mixture BBr3 (1 M in CH2Cl2, 1.6 mL, 1.6 mmol) was added dropwise. The mixture was stirred at 0° C. for 2.5 h then at room temperature for 3.25 h. The solution was cooled to 0° C. and quenched with anhydrous MeOH. The solution was evaporated and the residue co-eva... The reactants are FC1=CC2=C(C(N=C(S2)C2=NC=CC(=C2)CCC(=O)OC(C)(C)C)=O)C=C1 (tert-Butyl 3-[2-(7-fluoro-4-oxo-4H-1,3-benzothiazin-2-yl)-4-pyridyl]propanoate). The solvent is FC(C(=O)O)(F)F (trifluoroacetic acid). Run at temperature 0 celsius, time 2 hour. The product is FC1=CC2=C(C(N=C(S2)C2=NC=CC(=C2)CCC(=O)O)=O)C=C1 (3-[2-(7-Fluoro-4-oxo-4H-1,3-benzothiazin-2-yl)-4-pyridyl]propionic acid). Yield: 73.7%. Reaction SMILES: [F:1][C:2]1[CH:27]=[CH:26][C:5]2[C:6](=[O:25])[N:7]=[C:8]([C:10]3[CH:15]=[C:14]([CH2:16][CH2:17][C:18]([O:20]C(C)(C)C)=[O:19])[CH:13]=[CH:12][N:11]=3)[S:9][C:4]=2[CH:3]=1>FC(F)(F)C(O)=O>[F:1][C:2]1[CH:27]=[CH:26][C:5]2[C:6](=[O:25])[N:7]=[C:8]([C:10]3[CH:15]=[C:14]([CH2:16][CH2:17][C:18]([OH:20])=[O:19])[CH:13]=[CH:12][N:11]=3)[S:9][C:4]=2[CH:3]=1. Procedure: tert-Butyl 3-[2-(7-fluoro-4-oxo-4H-1,3-benzothiazin-2-yl)-4-pyridyl]propanoate (0.92 g, 2.3 mmol) was dissolved in trifluoroacetic acid (10 ml), and the mixture was stirred at 0° C. for 2 hrs. The solvent was evaporated, and the residue was recrystallized from diisopropyl ether-methanol to give the titled compound (0.56 g, 71%) as white crystals.